This data is from the Open Reaction Database (ORD), a public repository of structured organic reaction records. The task is: describe an organic reaction: reactants, conditions, products, and yield The reactants are COC(=O)Cc1cc(C(=O)c2ccc(C#Cc3ccccc3)c([N+](=O)[O-])c2)sc1Br, CCOC(C)=O, [Cl-], [Na+], O=C([O-])O, O, O. The product is COC(=O)Cc1cc(C(=O)c2ccc(C#Cc3ccccc3)c(N)c2)sc1Br. As a reaction SMILES: [Br:1][c:2]1[s:3][c:4]([C:12]([c:13]2[cH:14][c:15]([N+:27]([O-:28])=[O:29])[c:16]([C:19]#[C:20][c:21]3[cH:22][cH:23][cH:24][cH:25][cH:26]3)[cH:17][cH:18]2)=[O:30])[cH:5][c:6]1[CH2:7][C:8](=[O:9])[O:10][CH3:11].[CH3:39][CH2:40][O:41][C:42]([CH3:43])=[O:44].[Cl-:33].[Na+:38].[O-:34][C:35]([OH:36])=[O:37].[OH2:31].[OH2:32]>>[Br:1][c:2]1[s:3][c:4]([C:12]([c:13]2[cH:14][c:15]([NH2:27])[c:16]([C:19]#[C:20][c:21]3[cH:22][cH:23][cH:24][cH:25][cH:26]3)[cH:17][cH:18]2)=[O:30])[cH:5][c:6]1[CH2:7][C:8](=[O:9])[O:10][CH3:11]. The reactants are NC1=C(C(=NN1C1=C(C=C(C=C1Cl)C(F)(F)F)Cl)C#N)S(=O)(=O)C(F)(F)F (5-amino-1-(2,6-dichloro-4-trifluoromethylphenyl)-4-trifluoromethylsulfonyl-1 H-pyrazole-3-carbonitrile), S(O)(O)(=O)=O (sulfuric acid), ice water. Run at temperature 100 celsius. The product is NC1=C(C(=NN1C1=C(C=C(C=C1Cl)C(F)(F)F)Cl)C(=O)N)S(=O)(=O)C(F)(F)F (5-Amino-1-(2,6-dichloro-4-trifluoromethylphenyl)-4-trifluoromethylsulfonyl-1H-pyrazole-3-carboxylic acid amide). Isolated yield 83.0%. As a reaction SMILES: [NH2:1][C:2]1[N:6]([C:7]2[C:12]([Cl:13])=[CH:11][C:10]([C:14]([F:17])([F:16])[F:15])=[CH:9][C:8]=2[Cl:18])[N:5]=[C:4]([C:19]#[N:20])[C:3]=1[S:21]([C:24]([F:27])([F:26])[F:25])(=[O:23])=[O:22].S(=O)(=O)(O)[OH:29]>>[NH2:1][C:2]1[N:6]([C:7]2[C:8]([Cl:18])=[CH:9][C:10]([C:14]([F:16])([F:17])[F:15])=[CH:11][C:12]=2[Cl:13])[N:5]=[C:4]([C:19]([NH2:20])=[O:29])[C:3]=1[S:21]([C:24]([F:26])([F:25])[F:27])(=[O:23])=[O:22]. Procedure: A stirred mixture of 5-amino-1-(2,6-dichloro-4-trifluoromethylphenyl)-4-trifluoromethylsulfonyl-1 H-pyrazole-3-carbonitrile (1.06 g, 2.21 mmol) and concentrated sulfuric acid (1 ml) was heated to 100° C. for 3 hours. The cooled mixture was added to ice water and the precipitate filtered off, washed with water and air-dried. Purification by flash chomatography (silica, chloroform) gave the title compound (0.869 g, yield 83%) as off-white crystals, mp 217° C., 1H NMR (DMSO-d6): 7.39 (bs, 2H, NH2),... Starting materials: COc1ccccc1C(F)CBr, CS(C)=O, [K+], [OH-]. Yields the product C=C(F)c1ccccc1OC. RXN SMILES: [Br:3][CH2:4][CH:5]([F:6])[c:7]1[c:8]([O:13][CH3:14])[cH:9][cH:10][cH:11][cH:12]1.[CH3:15][S:16]([CH3:17])=[O:18].[K+:2].[OH-:1]>>[CH2:4]=[C:5]([F:6])[c:7]1[c:8]([O:13][CH3:14])[cH:9][cH:10][cH:11][cH:12]1. Reactants: CCO, O=P(CCCOC1CCCCO1)(OCc1ccccc1)OCc1ccccc1, Cc1ccc(S(=O)(=O)[O-])cc1. Product: O=P(CCCO)(OCc1ccccc1)OCc1ccccc1. RXN SMILES: [CH3:40][CH2:41][OH:42].[O:1]1[CH2:2][CH2:3][CH2:4][CH2:5][CH:6]1[O:7][CH2:8][CH2:9][CH2:10][P:11]([O:12][CH2:13][c:14]1[cH:15][cH:16][cH:17][cH:18][cH:19]1)([O:20][CH2:21][c:22]1[cH:23][cH:24][cH:25][cH:26][cH:27]1)=[O:28].[c:29]1([CH3:30])[cH:31][cH:32][c:33]([S:34]([O-:35])(=[O:36])=[O:37])[cH:38][cH:39]1>>[OH:7][CH2:8][CH2:9][CH2:10][P:11]([O:12][CH2:13][c:14]1[cH:15][cH:16][cH:17][cH:18][cH:19]1)([O:20][CH2:21][c:22]1[cH:23][cH:24][cH:25][cH:26][cH:27]1)=[O:28]. Run at time 72 hour. Procedure details: A suspension of 3-[4-chloro-2-fluoro-5-(2-trifluoromethylphenoxy)phenyl]-6-trifluoromethyl-1,2,3,4-tetrahydropyrimidine-2,4,-dione (0.7 g), potassium carbonate (0.27 g) and 2,4-dinitrophenoxyamine (0.39 g) in anhydrous N,N-dimethylformamide (20 ml) was stirred at room temperature for 72 hours. The solution was processed and the resulting oil chromatographed on silica gel eluting with hexane:ethyl acetate, 4:1, containing 0.1% of triethylamine. The product (Compound 9-24) was isolated as a pale y... Run in CN(C=O)C (N,N-dimethylformamide). The product is NN1C(N(C(C=C1C(F)(F)F)=O)C1=C(C=C(C(=C1)OC1=C(C=CC=C1)C(F)(F)F)Cl)F)=O (1-amino-3-[4-chloro-2-fluoro-5-(2-trifluoromethylphenoxy)phenyl]-6-trifluoromethyl-1,2,3,4-tetrahydropyrimidine-2,4-dione), solid. Reaction SMILES: [Cl:1][C:2]1[C:7]([O:8][C:9]2[CH:14]=[CH:13][CH:12]=[CH:11][C:10]=2[C:15]([F:18])([F:17])[F:16])=[CH:6][C:5]([N:19]2[C:24](=[O:25])[CH:23]=[C:22]([C:26]([F:29])([F:28])[F:27])[NH:21][C:20]2=[O:30])=[C:4]([F:31])[CH:3]=1.C(=O)([O-])[O-].[K+].[K+].[N+:38](C1C=C([N+]([O-])=O)C=CC=1ON)([O-])=O>CN(C)C=O>[NH2:38][N:21]1[C:22]([C:26]([F:28])([F:29])[F:27])=[CH:23][C:24](=[O:25])[N:19]([C:5]2[CH:6]=[C:7]([O:8][C:9]3[CH:14]=[CH:13][CH:12]=[CH:11][C:10]=3[C:15]([F:16])([F:17])[F:18])[C:2]([Cl:1])=[CH:3][C:4]=2[F:31])[C:20]1=[O:30] |f:1.2.3|. The reactants are ClC1=CC(=C(C=C1OC1=C(C=CC=C1)C(F)(F)F)N1C(NC(=CC1=O)C(F)(F)F)=O)F (3-[4-chloro-2-fluoro-5-(2-trifluoromethylphenoxy)phenyl]-6-trifluoromethyl-1,2,3,4-tetrahydropyrimidine-2,4,-dione), C([O-])([O-])=O.[K+].[K+] (potassium carbonate), [N+](=O)([O-])C1=C(ON)C=CC(=C1)[N+](=O)[O-] (2,4-dinitrophenoxyamine). RXN SMILES: [C:20]([O-:21])(=[O:22])[CH3:23].[CH3:25][C:26](=[O:27])[OH:28].[CH3:30][OH:31].[F:1][c:2]1[c:3]([CH2:12][C:13](=[O:14])[O:15][CH3:16])[cH:4][cH:5][c:6]([N+:9]([O-:10])=[O:11])[c:7]1[OH:8].[Fe:32].[Na+:24].[OH2:17].[OH2:18].[OH2:19].[OH2:29]>>[F:1][c:2]1[c:3]([CH2:12][C:13](=[O:14])[O:15][CH3:16])[cH:4][cH:5][c:6]([NH2:9])[c:7]1[OH:8]. The reactants are CC(=O)[O-], CC(=O)O, CO, COC(=O)Cc1ccc([N+](=O)[O-])c(O)c1F, [Fe], [Na+], O, O, O, O. Yields the product COC(=O)Cc1ccc(N)c(O)c1F.